Task: describe an organic reaction: reactants, conditions, products, and yield. Dataset: the Open Reaction Database (ORD), a public repository of structured organic reaction records Reactants: N1=CC=CC=C1 (Pyridine), NC1=C(C=C(C=C1)Br)O (2-Amino-5-bromophenol), FC(C1=CC=C(C(=O)Cl)C=C1)(F)F (4-(trifluoromethyl)benzoyl chloride). Reaction conditions: time 30 minute. Yield: 43.8%. Product: BrC1=CC(=C(C=C1)NC(C1=CC=C(C=C1)C(F)(F)F)=O)O (N-(4-bromo-2-hydroxyphenyl)-4-(trifluoromethyl)benzamide). As a reaction SMILES: [NH2:1][C:2]1[CH:7]=[CH:6][C:5]([Br:8])=[CH:4][C:3]=1[OH:9].N1C=CC=CC=1.[F:16][C:17]([F:28])([F:27])[C:18]1[CH:26]=[CH:25][C:21]([C:22](Cl)=[O:23])=[CH:20][CH:19]=1>C(Cl)Cl.O>[Br:8][C:5]1[CH:6]=[CH:7][C:2]([NH:1][C:22](=[O:23])[C:21]2[CH:25]=[CH:26][C:18]([C:17]([F:16])([F:27])[F:28])=[CH:19][CH:20]=2)=[C:3]([OH:9])[CH:4]=1. Run in O (water), C(Cl)Cl (DCM). Procedure: 4-(Trifluoromethyl)benzoic acid (0.8 g, 4.2 mmol) dissolved in DCM (20 ml), cooled to 0° C. and added oxalyl chloride (0.8 g, 6.1 mmol). Catalytic amount of DMF was added to this mixture and stirred at rt for 30 mins. After 30 mins, DCM removed on rotavapour and co-distilled the residue two times with DCM to obtain 4-(trifluoromethyl)benzoyl chloride quantitatively. 2-Amino-5-bromophenol (0.71 g, 3.8 mmol) dissolved in DCM (20 ml) and added Pyridine (0.32 ml, 4.1 mmol) under nitrogen atmosphere.... Starting materials: C1(C=CC=C1)C1CC(CC(C1)(C)C)(C)C (1-(cyclopentadienyl)-3,3,5,5-tetramethylcyclohexane), CO (methanol), CC(=O)C (acetone), N1CCCC1 (pyrrolidine). The solvent is C(C)OCC (diethyl ether), O (water), C(C)(=O)O (acetic acid). Reaction conditions: time 52 hour. Product: CC1(CC(CC(C1)(C)C)C=1C=CC(C1)=C(C)C)C (3-(3,3,5,5-tetramethylcyclohexyl)-6,6-dimethylfulvene). RXN SMILES: [CH:1]1([CH:6]2[CH2:11][C:10]([CH3:13])([CH3:12])[CH2:9][C:8]([CH3:15])([CH3:14])[CH2:7]2)[CH:5]=[CH:4][CH:3]=[CH:2]1.CO.[CH3:18][C:19]([CH3:21])=O.N1CCCC1>C(OCC)C.O.C(O)(=O)C>[CH3:14][C:8]1([CH3:15])[CH2:9][C:10]([CH3:13])([CH3:12])[CH2:11][CH:6]([C:1]2[CH:2]=[CH:3][C:4](=[C:19]([CH3:21])[CH3:18])[CH:5]=2)[CH2:7]1. Procedure details: A 500 mL flask was charged with 1-(cyclopentadienyl)-3,3,5,5-tetramethylcyclohexane (11.87 g, 58.1 mmol), 100 mL methanol, acetone (30 mL, 430 mmol), and pyrrolidine (1.0 mL, 12 mmol). After stirring for 52 hours, 5 mL of acetic acid were added, along with 200 mL water and 100 mL diethyl ether. The organic layer was isolated and the aqueous layer was extracted with diethyl ether (3×50 mL). The combined organic layers were extracted with H2O (3×30 mL) and 10% aqueous NaOH (3×30 mL). The organic l...